Dataset: the Open Reaction Database (ORD), a public repository of structured organic reaction records. Task: describe an organic reaction: reactants, conditions, products, and yield Reactants: NC=1SC(=CN1)SC=1C=NC=CC1 (2-amino-5-(3-pyridylthio)thiazole), ClC1=CC(=CC=C1)C(=O)OO (3-chloroperbenzoic acid). Solvent: ClCCl (dichloromethane), ClCCl (dichloromethane), C(Cl)(Cl)Cl (chloroform). Yields the product NC=1SC(=CN1)S(=O)C=1C=NC=CC1 (2-amino-5-(3-pyridylsulfinyl)thiazole). Isolated yield 37.2%. As a reaction SMILES: [NH2:1][C:2]1[S:3][C:4]([S:7][C:8]2[CH:9]=[N:10][CH:11]=[CH:12][CH:13]=2)=[CH:5][N:6]=1.ClC1C=CC=C(C(OO)=[O:22])C=1>ClCCl.C(Cl)(Cl)Cl>[NH2:1][C:2]1[S:3][C:4]([S:7]([C:8]2[CH:9]=[N:10][CH:11]=[CH:12][CH:13]=2)=[O:22])=[CH:5][N:6]=1. Reported procedure: To a mixture of 2-amino-5-(3-pyridylthio)thiazole (3.0 g) in a mixture of dichloromethane (100 ml) and chloroform (100 ml) was added dropwise the solution of 3-chloroperbenzoic acid (3.4 g) in dichloromethane (50 ml) at 5° C. with stirring. The mixture was stirred at 5° C. for 3 hours. The reaction mixture was washed with aqueous sodium bicarbonate and the aqueous layer was extracted with a mixture of tetrahydrofuran and ethyl acetate (1:1), washed with aqueous saturated sodium chloride and drie... The reactants are N-Boc, C(C)(C)(C)OC(=O)NC(C(=O)O)(CF)C (2-[N-(tert-butoxycarbonyl)amino]-3-fluoro-2-methylpropanoic acid). Run in C(Cl)Cl (CH2Cl2). Yields the product C(C)(C)(C)OC(C(CF)(C)NC(=O)OC(C)(C)C)=O (2-[N-(tert-butoxycarbonyl)amino]-3-fluoro-2-methylpropanoic acid tert-butyl ester). Isolated yield 106.3%. Reaction SMILES: [C:1]([O:5][C:6]([NH:8][C:9]([CH3:15])([CH2:13][F:14])[C:10]([OH:12])=[O:11])=[O:7])([CH3:4])([CH3:3])[CH3:2]>C(Cl)Cl>[C:1]([O:11][C:10](=[O:12])[C:9]([NH:8][C:6]([O:5][C:1]([CH3:4])([CH3:3])[CH3:2])=[O:7])([CH3:15])[CH2:13][F:14])([CH3:4])([CH3:3])[CH3:2]. Procedure details: The N-Boc acid 2 (767 mg, 3.46 mmol) in 10 mL of dry CH2Cl2 was stirred overnight with 3 eq of tert-butyl-2,2,2-tricholoracetimdate (2.27 g). After concentration under reduced pressure, the crude product was purified by silica gel column chromatography (5% EtOAc in hexane) to provide 3 (510 mg, 53%) as a white solid: mp 41-42 EC (EtOAc/hexane); 1H NMR (CDCl3) δ 1.44 (9H, s), 1.47 (3H, d, J=2.4), 1.48 (9H, s), 4.57-4.85 (2H, m), 5.34 (1H, broad s). Anal. (C13H24FNO4) C, H, N. The reactants are C1CCOC1, CCOc1cccc(OCC)c1CO, BrP(Br)Br. Yields the product CCOc1cccc(OCC)c1CBr. As a reaction SMILES: [CH2:19]1[O:20][CH2:21][CH2:22][CH2:23]1.[CH2:1]([CH3:2])[O:3][c:4]1[c:5]([CH2:6][OH:7])[c:8]([O:12][CH2:13][CH3:14])[cH:9][cH:10][cH:11]1.[P:15]([Br:16])([Br:17])[Br:18]>>[CH2:1]([CH3:2])[O:3][c:4]1[c:5]([CH2:6][Br:16])[c:8]([O:12][CH2:13][CH3:14])[cH:9][cH:10][cH:11]1. Run in CCCCCC (hexane), O (water), O1CCCC1 (tetrahydrofuran). Starting materials: solution, C(CCC)[Li] (n-butyllithium), C(C)(C)NC(C)C (N,N-diisopropylamine), n-propionitrile, FC(C(C(=O)OC)(F)F)(F)F (methyl pentafluoropropanoate), Cl (hydrochloric acid), CNN (methylhydrazine), Cl (hydrochloric acid). Run at temperature 0 celsius, time 30 minute. The product is CN1N=C(C(=C1N)C)C(C(F)(F)F)(F)F (1,4-Dimethyl-3-(pentafluoroethyl)-1H-pyrazole-5-amine). Reported procedure: A solution of 39 g (388 mmol) of N,N-diisopropylamine in 500 ml of tetrahydrofuran is admixed at −5° C. with 232 ml (371 mmol) of a 1.6M solution of n-butyllithium in hexane. The solution is stirred for 30 minutes at 0° C. and then cooled to −78° C. 18.5 g (337 mmol) of n-propionitrile are then added dropwise. When addition is complete, the solution is stirred for 15 minutes. 30 g (169 mmol) of methyl pentafluoropropanoate are then slowly added. When addition is complete, the reaction mixture is... Reaction SMILES: C([NH:4]C(C)C)(C)C.[CH2:8]([Li])[CH2:9][CH2:10]C.[F:13][C:14]([F:23])([F:22])[C:15]([F:21])([F:20])[C:16](OC)=O.Cl.[CH3:25][NH:26][NH2:27]>O1CCCC1.CCCCCC.O>[CH3:25][N:26]1[C:8]([NH2:4])=[C:9]([CH3:10])[C:16]([C:15]([F:21])([F:20])[C:14]([F:23])([F:22])[F:13])=[N:27]1. Reactants: O=C(O)c1cnn2c(C(F)F)cc(-c3ccc(C(F)(F)F)cc3)nc12, Nc1cccc(S(=O)(=O)NCC(F)(F)F)c1. Product: O=C(Nc1cccc(S(=O)(=O)NCC(F)(F)F)c1)c1cnn2c(C(F)F)cc(-c3ccc(C(F)(F)F)cc3)nc12. RXN SMILES: [F:1][CH:2]([c:3]1[cH:4][c:5](-[c:15]2[cH:16][cH:17][c:18]([C:21]([F:22])([F:23])[F:24])[cH:19][cH:20]2)[n:6][c:7]2[n:8]1[n:9][cH:10][c:11]2[C:12](=[O:13])[OH:14])[F:25].[NH2:26][c:27]1[cH:28][c:29]([S:33](=[O:34])(=[O:35])[NH:36][CH2:37][C:38]([F:39])([F:40])[F:41])[cH:30][cH:31][cH:32]1>>[F:1][CH:2]([c:3]1[cH:4][c:5](-[c:15]2[cH:16][cH:17][c:18]([C:21]([F:22])([F:23])[F:24])[cH:19][cH:20]2)[n:6][c:7]2[n:8]1[n:9][cH:10][c:11]2[C:12](=[O:14])[NH:26][c:27]1[cH:28][c:29]([S:33](=[O:34])(=[O:35])[NH:36][CH2:37][C:38]([F:39])([F:40])[F:41])[cH:30][cH:31][cH:32]1)[F:25]. Starting materials: C1(=CC=CC=C1)C1=CC(OC=2CCCC(C12)=O)=O (4-phenyl-5,6,7,8-tetrahydro-cumarin- 5-one), CN (methylamine). Yields the product CN1C(C=C(C=2C(CCCC12)=O)C1=CC=CC=C1)=O (1-Methyl-4-phenyl-7,8-dihydro-2,5(1H,6H)-quinolinedione). Reaction SMILES: [C:1]1([C:7]2[C:16]3[C:15](=[O:17])[CH2:14][CH2:13][CH2:12][C:11]=3[O:10][C:9](=O)[CH:8]=2)[CH:6]=[CH:5][CH:4]=[CH:3][CH:2]=1.[CH3:19][NH2:20]>>[CH3:19][N:20]1[C:11]2[CH2:12][CH2:13][CH2:14][C:15](=[O:17])[C:16]=2[C:7]([C:1]2[CH:6]=[CH:5][CH:4]=[CH:3][CH:2]=2)=[CH:8][C:9]1=[O:10]. Procedure: Prepared from 4-phenyl-5,6,7,8-tetrahydro-cumarin- 5-one and methanolic methylamine at ambient temperature.